Dataset: the Open Reaction Database (ORD), a public repository of structured organic reaction records. Task: describe an organic reaction: reactants, conditions, products, and yield Starting materials: ClC1=C(C=CC(=C1)Cl)C=1C(=NC=C(N1)Br)[N+](=O)[O-] (3-(2,4-dichlorophenyl)-5-bromo-2-nitropyrazine), C(=O)(OC(C)(C)C)NCCN (Boc-ethylenediamine), CCN(C(C)C)C(C)C (DIPEA). The solvent is CN(C)C=O (DMF), C(C)(=O)OCC (ethyl acetate), O (water). Conditions: temperature 80 celsius, time 8 hour. Yields the product ClC1=C(C=CC(=C1)Cl)C1=C(N=CC(=N1)NCCNC(OC(C)(C)C)=O)[N+](=O)[O-] (1,1-dimethylethyl 2-{[6-(2,4-dichlorophenyl)-5-nitropyrazin-2-yl]amino}ethylcarbamate). Reaction SMILES: [Cl:1][C:2]1[CH:7]=[C:6]([Cl:8])[CH:5]=[CH:4][C:3]=1[C:9]1[C:10]([N+:16]([O-:18])=[O:17])=[N:11][CH:12]=[C:13](Br)[N:14]=1.[C:19]([NH:26][CH2:27][CH2:28][NH2:29])([O:21][C:22]([CH3:25])([CH3:24])[CH3:23])=[O:20].CCN(C(C)C)C(C)C>CN(C=O)C.C(OCC)(=O)C.O>[Cl:1][C:2]1[CH:7]=[C:6]([Cl:8])[CH:5]=[CH:4][C:3]=1[C:9]1[N:14]=[C:13]([NH:29][CH2:28][CH2:27][NH:26][C:19](=[O:20])[O:21][C:22]([CH3:24])([CH3:23])[CH3:25])[CH:12]=[N:11][C:10]=1[N+:16]([O-:18])=[O:17]. Procedure details: To a solution of 3-(2,4-dichlorophenyl)-5-bromo-2-nitropyrazine (1.4 g, 4.0 mmol) in DMF (10 ml) were added Boc-ethylenediamine (960 mg, 6.0 mmol) and DIPEA (1.5 ml). The solution was stirred overnight at 80° C. The solution was cooled to room temperature, taken in ethyl acetate and water. The layers were separated and the organic layer was washed with water and brine, dried, concentrated and purified to afford the title product. Reactants: CC(C)O, NN, O, CCOC(=O)C1CCCCC1O. Yields the product NNC(=O)C1CCCCC1O. As a reaction SMILES: [CH3:16][CH:17]([OH:18])[CH3:19].[NH2:14][NH2:15].[OH2:13].[OH:1][CH:2]1[CH:3]([C:8]([O:10][CH2:9][CH3:11])=[O:12])[CH2:4][CH2:5][CH2:6][CH2:7]1>>[OH:1][CH:2]1[CH:3]([C:8](=[O:10])[NH:14][NH2:15])[CH2:4][CH2:5][CH2:6][CH2:7]1. Reactants: CO.C[O-].[Na+] (sodium methoxide methanol), BrC1=NC(=CC=C1)Br (2,6-dibromopyridine). The solvent is CO (methanol). Conditions: temperature 80 celsius. Product: BrC1=NC(=CC=C1)OC (2-Bromo-6-methoxypyridine). Reaction SMILES: [CH3:1][OH:2].C[O-].[Na+].[Br:6][C:7]1[CH:12]=[CH:11][CH:10]=[C:9](Br)[N:8]=1>CO>[Br:6][C:7]1[CH:12]=[CH:11][CH:10]=[C:9]([O:2][CH3:1])[N:8]=1 |f:0.1.2|. Reported procedure: 250 ml of 28% sodium methoxide methanol solution was added dropwise into a mixture of 200 g of 2,6-dibromopyridine and 150 ml of methanol while heating at 80° C. stirring in an oil bath, followed by stirring under heating for 2 hours as it was. After cooling as it was, the mixture was extracted with diethyl ether-water, and the organic phase was washed with water and brine, dried over anhydrous magnesium sulfate and the solvent was removed, to give 150 g of the target compound. Starting materials: [Al+3], C1CCOC1, [Cl-], O=C1CCCc2nc3ccccc3c(NCc3ccc(C(F)(F)F)cc3)c21, [H-], [H-], [H-], [H-], [Li+], [NH4+]. Yields the product OC1CCCc2nc3ccccc3c(NCc3ccc(C(F)(F)F)cc3)c21. RXN SMILES: [Al+3:29].[CH2:36]1[O:37][CH2:38][CH2:39][CH2:40]1.[Cl-:34].[F:1][C:2]([c:3]1[cH:4][cH:5][c:6]([CH2:7][NH:8][c:9]2[c:10]3[cH:11][cH:12][cH:13][cH:14][c:15]3[n:16][c:17]3[c:22]2[C:21](=[O:23])[CH2:20][CH2:19][CH2:18]3)[cH:24][cH:25]1)([F:26])[F:27].[H-:28].[H-:31].[H-:32].[H-:33].[Li+:30].[NH4+:35]>>[F:1][C:2]([c:3]1[cH:4][cH:5][c:6]([CH2:7][NH:8][c:9]2[c:10]3[cH:11][cH:12][cH:13][cH:14][c:15]3[n:16][c:17]3[c:22]2[CH:21]([OH:23])[CH2:20][CH2:19][CH2:18]3)[cH:24][cH:25]1)([F:26])[F:27].